From a dataset of the Open Reaction Database (ORD), a public repository of structured organic reaction records. describe an organic reaction: reactants, conditions, products, and yield Reactants: Cl (HCl), ClC=1C=C2C=C(C(OC2=CC1OC1=CC=C(C=C1)CC)C(F)(F)F)C(=O)OCC (ethyl 6-chloro-7-(4-ethylphenoxy)-2-(trifluoromethyl)-2H-chromene-3-carboxylate), [OH-].[Li+] (lithium hydroxide). The solvent is C1CCOC1 (THF), CO (methanol), O (water). Reaction conditions: time 8 hour. Yields the product ClC=1C=C2C=C(C(OC2=CC1OC1=CC=C(C=C1)CC)C(F)(F)F)C(=O)O (6-chloro-7-(4-ethylphenoxy)-2-(trifluoromethyl)-2H-chromene-3-carboxylic acid). The yield is 96.9%. As a reaction SMILES: [Cl:1][C:2]1[CH:3]=[C:4]2[C:9](=[CH:10][C:11]=1[O:12][C:13]1[CH:18]=[CH:17][C:16]([CH2:19][CH3:20])=[CH:15][CH:14]=1)[O:8][CH:7]([C:21]([F:24])([F:23])[F:22])[C:6]([C:25]([O:27]CC)=[O:26])=[CH:5]2.[OH-].[Li+].Cl>C1COCC1.CO.O>[Cl:1][C:2]1[CH:3]=[C:4]2[C:9](=[CH:10][C:11]=1[O:12][C:13]1[CH:14]=[CH:15][C:16]([CH2:19][CH3:20])=[CH:17][CH:18]=1)[O:8][CH:7]([C:21]([F:24])([F:22])[F:23])[C:6]([C:25]([OH:27])=[O:26])=[CH:5]2 |f:1.2|. Reported procedure: To a solution of 4.43 g (10.4 mmole) of the product of step 1 in 70 mLs of THF and 20 mL of methanol was added a solution of 1.0 g of lithium hydroxide monohydate in 10 mL of water. The mixture was heated to reflux for 30 min and allowed to cool to rt. After stirring overnight, the mixture was treated with 75 mL of 1N HCl and extracted three times with diethyl ether. The combined extracts were washed with brine, dried and concd in vacuo to afford 4.02 g (97%) of a yellow solid: mp 195.5-196.5° C...